Dataset: the Open Reaction Database (ORD), a public repository of structured organic reaction records. Task: describe an organic reaction: reactants, conditions, products, and yield Starting materials: Cn1ccc(Cl)n1, O=[N+]([O-])O, O=S(=O)(O)O. The product is Cn1cc([N+](=O)[O-])c(Cl)n1. Reaction SMILES: [Cl:1][c:2]1[n:3][n:4]([CH3:7])[cH:5][cH:6]1.[OH:8][N+:9]([O-:10])=[O:11].[S:12](=[O:13])(=[O:14])([OH:15])[OH:16]>>[Cl:1][c:2]1[n:3][n:4]([CH3:7])[cH:5][c:6]1[N+:9](=[O:8])[O-:10].